Dataset: the Open Reaction Database (ORD), a public repository of structured organic reaction records. Task: describe an organic reaction: reactants, conditions, products, and yield The reactants are C(C)(C)(C)OC(NC(C(F)F)(CO)C1=C(C=CC(=C1)Br)F)=O ([1-(5-bromo-2-fluoro-phenyl)-2,2-difluoro-1-hydroxymethyl-ethyl]-carbamic acid tert-butyl ester). Solvent: Cl (HCl), O1CCOCC1 (dioxane). Product: hydrochloride salt, NC(CO)(C(F)F)C1=C(C=CC(=C1)Br)F (2-amino-2-(5-bromo-2-fluoro-phenyl)-3,3-difluoro-propan-1-ol). As a reaction SMILES: C(OC(=O)[NH:7][C:8]([C:14]1[CH:19]=[C:18]([Br:20])[CH:17]=[CH:16][C:15]=1[F:21])([CH2:12][OH:13])[CH:9]([F:11])[F:10])(C)(C)C>Cl.O1CCOCC1>[NH2:7][C:8]([C:14]1[CH:19]=[C:18]([Br:20])[CH:17]=[CH:16][C:15]=1[F:21])([CH:9]([F:10])[F:11])[CH2:12][OH:13]. Procedure: A suspension of 10.22 g (26.6 mmol) [1-(5-bromo-2-fluoro-phenyl)-2,2-difluoro-1-hydroxymethyl-ethyl]-carbamic acid tert-butyl ester in 133 ml 4N HCl in dioxane was stirred for two h at rt. The mixture was evaporated to give the hydrochloride salt of 2-amino-2-(5-bromo-2-fluoro-phenyl)-3,3-difluoro-propan-1-ol.